This data is from the Open Reaction Database (ORD), a public repository of structured organic reaction records. The task is: describe an organic reaction: reactants, conditions, products, and yield Reactants: O=C(O)c1cc2cc(Cl)ncc2[nH]1, NCCN1CCOCC1. RXN SMILES: [Cl:1][c:2]1[cH:3][c:4]2[c:5]([cH:6][n:7]1)[nH:8][c:9]([C:11](=[O:12])[OH:13])[cH:10]2.[O:14]1[CH2:15][CH2:16][N:17]([CH2:20][CH2:21][NH2:22])[CH2:18][CH2:19]1>>[Cl:1][c:2]1[cH:3][c:4]2[c:5]([cH:6][n:7]1)[nH:8][c:9]([C:11](=[O:13])[NH:22][CH2:21][CH2:20][N:17]1[CH2:16][CH2:15][O:14][CH2:19][CH2:18]1)[cH:10]2. Yields the product O=C(NCCN1CCOCC1)c1cc2cc(Cl)ncc2[nH]1. Starting materials: Cl.BrC1=CC=NC=C1 (4-bromopyridine hydrochloride), C(CCC=C)O (4-pentene-1-ol), C12CCCC(CCC1)B2 (9-Borabicyclo[3.3.1]nonane). The solvent is O.CN(C=O)C (water dimethylformamide), C=1C=CC(=CC1)[P](C=2C=CC=CC2)(C=3C=CC=CC3)[Pd]([P](C=4C=CC=CC4)(C=5C=CC=CC5)C=6C=CC=CC6)([P](C=7C=CC=CC7)(C=8C=CC=CC8)C=9C=CC=CC9)[P](C=1C=CC=CC1)(C=1C=CC=CC1)C=1C=CC=CC1 (tetrakis(triphenylphosphine)palladium), C([O-])([O-])=O.[K+].[K+] (potassium carbonate), O1CCCC1 (tetrahydrofuran). Product: N1=C(C=CC=C1)CCCCCO (pyridinepentanol). Yield: 48.0%. RXN SMILES: C12BC(CCC1)CCC2.[CH2:10]([OH:15])[CH2:11][CH2:12][CH:13]=[CH2:14].Cl.Br[C:18]1[CH:23]=[CH:22][N:21]=[CH:20][CH:19]=1>O1CCCC1.O.CN(C)C=O.C1C=CC([P]([Pd]([P](C2C=CC=CC=2)(C2C=CC=CC=2)C2C=CC=CC=2)([P](C2C=CC=CC=2)(C2C=CC=CC=2)C2C=CC=CC=2)[P](C2C=CC=CC=2)(C2C=CC=CC=2)C2C=CC=CC=2)(C2C=CC=CC=2)C2C=CC=CC=2)=CC=1.C(=O)([O-])[O-].[K+].[K+]>[N:21]1[CH:22]=[CH:23][CH:18]=[CH:19][C:20]=1[CH2:14][CH2:13][CH2:12][CH2:11][CH2:10][OH:15] |f:2.3,5.6,8.9.10,^1:38,40,59,78|. Procedure details: 9-Borabicyclo[3.3.1]nonane (9-BBN) dissolved in 15 ml of tetrahydrofuran (manufactured by Aldrich Co.) was added to 300 mg (3.483 mmol) of 4-pentene-1-ol and allowed to react at 25° C. for 24 hours. Then, 4-bromopyridine hydrochloride (manufactured by Aldrich Co.) dissolved in water/dimethylformamide (DMF) at a ratio of 2:8, tetrakis(triphenylphosphine)palladium (manufactured by Aldrich Co.), and potassium carbonate (manufactured by Aldrich Co.) were added thereto in an equivalent ratio of 1:1.2... Starting materials: COc1cc(CN2CCN(C(=O)CNC(=O)OC(C)(C)C)CC2)ccc1Nc1ncc2ccc(-c3ccccc3N(C)S(C)(=O)=O)n2n1, ClCCl, O=C(O)C(F)(F)F. Yields the product COc1cc(CN2CCN(C(=O)CN)CC2)ccc1Nc1ncc2ccc(-c3ccccc3N(C)S(C)(=O)=O)n2n1. As a reaction SMILES: [C:1]([O:2][C:3](=[O:4])[NH:7][CH2:8][C:9](=[O:10])[N:11]1[CH2:12][CH2:13][N:14]([CH2:17][c:18]2[cH:19][c:20]([O:46][CH3:47])[c:21]([NH:24][c:25]3[n:26][n:27]4[c:28]([cH:29][n:30]3)[cH:31][cH:32][c:33]4-[c:34]3[c:35]([N:40]([CH3:41])[S:42](=[O:43])(=[O:44])[CH3:45])[cH:36][cH:37][cH:38][cH:39]3)[cH:22][cH:23]2)[CH2:15][CH2:16]1)([CH3:5])([CH3:6])[CH3:48].[CH2:56]([Cl:57])[Cl:58].[OH:49][C:50]([C:51]([F:52])([F:53])[F:54])=[O:55]>>[NH2:7][CH2:8][C:9](=[O:10])[N:11]1[CH2:12][CH2:13][N:14]([CH2:17][c:18]2[cH:19][c:20]([O:46][CH3:47])[c:21]([NH:24][c:25]3[n:26][n:27]4[c:28]([cH:29][n:30]3)[cH:31][cH:32][c:33]4-[c:34]3[c:35]([N:40]([CH3:41])[S:42](=[O:43])(=[O:44])[CH3:45])[cH:36][cH:37][cH:38][cH:39]3)[cH:22][cH:23]2)[CH2:15][CH2:16]1. The reactants are COC1=CC=C(C=C1)C1=CC=CC=2N1N=C(N2)NC2=CC=C(OCCCN1C(C3=CC=CC=C3C1=O)=O)C=C2 (2-(3-{4-[5-(4-methoxy-phenyl)-[1,2,4]triazolo[1,5-a]pyridin-2-ylamino]-phenoxy}-propyl)-isoindole-1,3-dione), O.NN (hydrazine hydrate). Run in C(C)O (ethanol). The product is NCCCOC1=CC=C(C=C1)NC1=NN2C(C=CC=C2C2=CC=C(C=C2)OC)=N1 ([4-(3-Amino-propoxy)-phenyl]-[5-(4-methoxy-phenyl)-[1,2,4]triazolo[1,5-a]pyridin-2-yl]-amine). As a reaction SMILES: [CH3:1][O:2][C:3]1[CH:8]=[CH:7][C:6]([C:9]2[N:14]3[N:15]=[C:16]([NH:18][C:19]4[CH:39]=[CH:38][C:22]([O:23][CH2:24][CH2:25][CH2:26][N:27]5C(=O)C6C(=CC=CC=6)C5=O)=[CH:21][CH:20]=4)[N:17]=[C:13]3[CH:12]=[CH:11][CH:10]=2)=[CH:5][CH:4]=1.O.NN>C(O)C>[NH2:27][CH2:26][CH2:25][CH2:24][O:23][C:22]1[CH:21]=[CH:20][C:19]([NH:18][C:16]2[N:17]=[C:13]3[CH:12]=[CH:11][CH:10]=[C:9]([C:6]4[CH:5]=[CH:4][C:3]([O:2][CH3:1])=[CH:8][CH:7]=4)[N:14]3[N:15]=2)=[CH:39][CH:38]=1 |f:1.2|. Procedure: To a solution of 2-(3-{4-[5-(4-methoxy-phenyl)-[1,2,4]triazolo[1,5-a]pyridin-2-ylamino]-phenoxy}-propyl)-isoindole-1,3-dione (XX-039) (0.1 g, 0.192 mmol) in ethanol (2 mL), hydrazine hydrate (0.05 mL, 0.192 mmol) was added and the solution was refluxed overnight. After removal of the volatiles under reduced pressure, the crude product was purified by preparatory HPLC. LCMS Method: 2: RT: 2.62 min, MI: 390 [M+1]. The reactants are ClC=1C=C(C=C(C1N(C)C)Cl)CC#N ([3,5-dichloro-4-(dimethylamino)phenyl]acetonitrile), O (water), [H-].[Na+] (sodium hydride), FC(C(=O)OCC)(F)F (ethyl trifluoroacetate). Run in C1CCOC1 (THF), C1CCOC1 (THF). Conditions: temperature 0 celsius, time 20 minute. Yields the product ClC=1C=C(C=C(C1N(C)C)Cl)C(C#N)C(C(F)(F)F)=O (2-[3,5-Dichloro-4-(dimethylamino)phenyl]-4,4,4-trifluoro-3-oxobutanenitrile). RXN SMILES: [H-].[Na+].[Cl:3][C:4]1[CH:5]=[C:6]([CH2:14][C:15]#[N:16])[CH:7]=[C:8]([Cl:13])[C:9]=1[N:10]([CH3:12])[CH3:11].[F:17][C:18]([F:25])([F:24])[C:19](OCC)=[O:20].O>C1COCC1>[Cl:3][C:4]1[CH:5]=[C:6]([CH:14]([C:19](=[O:20])[C:18]([F:25])([F:24])[F:17])[C:15]#[N:16])[CH:7]=[C:8]([Cl:13])[C:9]=1[N:10]([CH3:12])[CH3:11] |f:0.1|. Reported procedure: 1.41 g (35.3 mmol) of sodium hydride are initially charged in absolute THF (50 ml), and 4.05 g (17.6 mmol) of [3,5-dichloro-4-(dimethylamino)phenyl]acetonitrile in 20 ml of absolute THF are added dropwise at 0° C. The mixture is stirred at 0° C. for 20 minutes, and 5.02 g (35.3 mmol) of ethyl trifluoroacetate are then added dropwise at 0° C. The reaction mixture is warmed to room temperature and then carefully added to water. After washing with n-hexane, the aqueous phase is acidified with 1 N H... Reactants: C(C1=CC=CC=C1)C1=NC=2C(=NC(=CC2)N2C[C@@H](CCC2)C(=O)N2CCCC2)N1 ((R)-(1-(2-benzyl-3H-imidazo[4,5-b]pyridin-5-yl)piperidin-3-yl)(pyrrolidin-1-yl)methanone), O1CCOCC1 (dioxane). Reagents/catalysts: [O-2].[Mn+4].[O-2] (Manganese (IV) oxide). Conditions: temperature 120 celsius. The product is C(C1=CC=CC=C1)(=O)C1=NC=2C(=NC(=CC2)N2C[C@@H](CCC2)C(=O)N2CCCC2)N1 ((R)-(1-(2-benzoyl-3H-imidazo[4,5-b]pyridin-5-yl)piperidin-3-yl)(pyrrolidin-1-yl)methanone). RXN SMILES: [CH2:1]([C:8]1[NH:29][C:11]2=[N:12][C:13]([N:16]3[CH2:21][CH2:20][CH2:19][C@@H:18]([C:22]([N:24]4[CH2:28][CH2:27][CH2:26][CH2:25]4)=[O:23])[CH2:17]3)=[CH:14][CH:15]=[C:10]2[N:9]=1)[C:2]1[CH:7]=[CH:6][CH:5]=[CH:4][CH:3]=1.[O:30]1CCOCC1>[O-2].[Mn+4].[O-2]>[C:1]([C:8]1[NH:29][C:11]2=[N:12][C:13]([N:16]3[CH2:21][CH2:20][CH2:19][C@@H:18]([C:22]([N:24]4[CH2:28][CH2:27][CH2:26][CH2:25]4)=[O:23])[CH2:17]3)=[CH:14][CH:15]=[C:10]2[N:9]=1)(=[O:30])[C:2]1[CH:3]=[CH:4][CH:5]=[CH:6][CH:7]=1 |f:2.3.4|. Procedure details: Manganese (IV) oxide (2 g) was added to a solution of (R)-(1-(2-benzyl-3H-imidazo[4,5-b]pyridin-5-yl)piperidin-3-yl)(pyrrolidin-1-yl)methanone (200 mg, 0.51 mmol) in dioxane (30 mL). After heating at 120° C. for 48 h in a sealed tube, the mixture was filtered through a pad of Celite and washed with ethyl acetate. The filtrate was concentrated in vacuo and the resulting residue was purified via preparative TLC to afford (R)-(1-(2-benzoyl-3H-imidazo[4,5-b]pyridin-5-yl)piperidin-3-yl)(pyrrolidin-1-... Reactants: COC(CCCCCNC(CCNC(=O)OCC1=CC=CC=C1)=O)=O (6-(3-Benzyloxycarbonylaminopropionylamino)-hexanoic acid methyl ester), [OH-].[Na+] (NaOH). Solvent: CO (MeOH). Product: C(C1=CC=CC=C1)OC(=O)NCCC(=O)NCCCCCC(=O)O (6-(3-Benzyloxycarbonylaminopropionylamino)-hexanoic acid). Reaction SMILES: C[O:2][C:3](=[O:25])[CH2:4][CH2:5][CH2:6][CH2:7][CH2:8][NH:9][C:10](=[O:24])[CH2:11][CH2:12][NH:13][C:14]([O:16][CH2:17][C:18]1[CH:23]=[CH:22][CH:21]=[CH:20][CH:19]=1)=[O:15].[OH-].[Na+]>CO>[CH2:17]([O:16][C:14]([NH:13][CH2:12][CH2:11][C:10]([NH:9][CH2:8][CH2:7][CH2:6][CH2:5][CH2:4][C:3]([OH:25])=[O:2])=[O:24])=[O:15])[C:18]1[CH:19]=[CH:20][CH:21]=[CH:22][CH:23]=1 |f:1.2|. Reported procedure: The compound 36 was prepared using General Procedure A with ester 35 (3.20 g, 9.13 mmol) and an aqueous NaOH solution (1.46 g, 36.53 mmol in 40 mL of H2O) in MeOH (40 mL). Recrystallization from MeOH produced the desired acid 36 in 95% (2.92 g) yield as a white solid. 1H NMR (CDCl3): δ 7.32 (m, 5H, ArH), 6.10 (s, 1H, NH), 5.67 (s, 1H, NH), 5.04 (s, 2H, OCH2Ar), 3.45 (dt, J=6.4, 12.0 Hz, 2H, CH2NHCO), 3.21 (dt, J=6.4, 12.8 Hz, 2H, CH2NHCO), 2.40 (dt, J=6.0, 6.4 Hz, 2H, CH2CO), 2.32 (t, J=7.2 Hz, ... As a reaction SMILES: [F:1][C:2]1[CH:17]=[CH:16][CH:15]=[C:14]([F:18])[C:3]=1[CH2:4][NH:5][C:6]1[C:7]([C:11](O)=O)=[N:8][NH:9][CH:10]=1.[Br:19][C:20]1[CH:25]=[C:24]([C:26]([F:29])([F:28])[F:27])[CH:23]=[C:22]([NH2:30])[C:21]=1[NH2:31].C(Cl)CCl.C1C=CC2N([OH:45])N=NC=2C=1>CN(C=O)C>[Br:19][C:20]1[C:21]2[N:31]=[C:11]([C:7]3[C:6]([NH:5][C:4](=[O:45])[C:3]4[C:2]([F:1])=[CH:17][CH:16]=[CH:15][C:14]=4[F:18])=[CH:10][NH:9][N:8]=3)[NH:30][C:22]=2[CH:23]=[C:24]([C:26]([F:29])([F:28])[F:27])[CH:25]=1. Reaction conditions: time 16 hour. Procedure: A mixture of 4-(2,6-difluorobenzylamino)-1H-pyrazole-3-carboxylic acid (520 mg, 1.96 mmol) (Example 16D), 3-bromo-5-trifluoromethyl-1,2-benzenediamine (500 mg, 1.96 mmol), EDC (413 mg, 2.15 mmol) and HOBt (290 mg, 2.15 mmol) in DMF (20 ml) was stirred at ambient temperature for 16 h and then reduced in vacuo. The residue was partitioned between EtOAc and brine and the organic portion dried (MgSO4), filtered and evaporated. The amide intermediate was chromatographed using EtOAc-P.E. (1:4-1:0). Th... The yield is 5.2%. The solvent is CN(C)C=O (DMF). Yields the product BrC1=CC(=CC=2NC(=NC21)C2=NNC=C2NC(C2=C(C=CC=C2F)F)=O)C(F)(F)F (N-[3-(4-bromo-6-trifluoromethyl-1H-benzimidazol-2-yl)-1H-pyrazol-4-yl]-2,6-difluoro-benzamide). Starting materials: FC1=C(CNC=2C(=NNC2)C(=O)O)C(=CC=C1)F (4-(2,6-difluorobenzylamino)-1H-pyrazole-3-carboxylic acid), BrC1=C(C(=CC(=C1)C(F)(F)F)N)N (3-bromo-5-trifluoromethyl-1,2-benzenediamine), C(CCl)Cl (EDC), C=1C=CC2=C(C1)N=NN2O (HOBt). The reactants are C[C@@H]1CN(C[C@@H](N1)C)C(=O)[C@H]1N(C[C@H](C1)SC=1[C@@H]([C@H]2N(C1C(=O)OCC1=CC=C(C=C1)[N+](=O)[O-])C([C@@H]2[C@@H](C)O)=O)C)C(=O)OCC2=CC=C(C=C2)[N+](=O)[O-] (4-nitrobenzyl (1R, 5S, 6S)-2-[(2S, 4S)-2-(cis-3,5-dimethyl-1-piperazinylcarbonyl]-1-(4-nitrobenzyloxycarbonyl)pyrrolidin-4-ylthio]-6-[(1R)-1-hydroxyethyl]-1-methyl-1-carbapen-2-em-3-carboxylate), Cl (hydrochloric acid). Solvent: O1CCCC1 (tetrahydrofuran), O (water). Product: Cl.C[C@@H]1CN(C[C@@H](N1)C)C(=O)[C@H]1NC[C@H](C1)SC=1[C@@H]([C@H]2N(C1C(=O)O)C([C@@H]2[C@@H](C)O)=O)C ((1R, 5S, 6S)-2-[(2S, 4S)-2-(cis-3,5-Dimethyl-1-piperazinylcarbonyl)pyrrolidin-4-ylthio]-6-[(1R)-1-hydroxyethyl]-1-methyl-1-carbapen-2-em-3-carboxylic acid hydrochloride). Reaction SMILES: [CH3:1][C@H:2]1[NH:7][C@@H:6]([CH3:8])[CH2:5][N:4]([C:9]([C@@H:11]2[CH2:15][C@H:14]([S:16][C:17]3[C@H:18]([CH3:41])[C@@H:19]4[C@@H:36]([C@H:37]([OH:39])[CH3:38])[C:35](=[O:40])[N:20]4[C:21]=3[C:22]([O:24]CC3C=CC([N+]([O-])=O)=CC=3)=[O:23])[CH2:13][N:12]2C(OCC2C=CC([N+]([O-])=O)=CC=2)=O)=[O:10])[CH2:3]1.[ClH:55]>O1CCCC1.O>[ClH:55].[CH3:8][C@H:6]1[NH:7][C@@H:2]([CH3:1])[CH2:3][N:4]([C:9]([C@@H:11]2[CH2:15][C@H:14]([S:16][C:17]3[C@H:18]([CH3:41])[C@@H:19]4[C@@H:36]([C@H:37]([OH:39])[CH3:38])[C:35](=[O:40])[N:20]4[C:21]=3[C:22]([OH:24])=[O:23])[CH2:13][NH:12]2)=[O:10])[CH2:5]1 |f:4.5|. Procedure: The whole of the 4-nitrobenzyl (1R, 5S, 6S)-2-[(2S, 4S)-2-(cis-3,5-dimethyl-1-piperazinylcarbonyl]-1-(4-nitrobenzyloxycarbonyl)pyrrolidin-4-ylthio]-6-[(1R)-1-hydroxyethyl]-1-methyl-1-carbapen-2-em-3-carboxylate prepared as described in step (a) above was dissolved in 4 ml of a 1:1 by volume mixture of tetrahydrofuran and water, after which 261 μl of 1N aqueous hydrochloric acid were added, and the mixture was hydrogenated by bubbling hydrogen through it at room temperature for 2 hours in the pre...